From a dataset of the Open Reaction Database (ORD), a public repository of structured organic reaction records. describe an organic reaction: reactants, conditions, products, and yield The reactants are Cc1cc(C#N)cc2nc(-c3ccc(NC(=O)COC4CCN(C(=O)OC(C)(C)C)CC4)cc3)oc12, CCOC(=O)Cl, ClCCl, O=C(O)C(F)(F)F. Product: CCOC(=O)N1CCC(OCC(=O)Nc2ccc(-c3nc4cc(C#N)cc(C)c4o3)cc2)CC1. As a reaction SMILES: [C:1](#[N:2])[c:3]1[cH:4][c:5]([CH3:36])[c:6]2[c:7]([n:8][c:9](-[c:11]3[cH:12][cH:13][c:14]([NH:17][C:18]([CH2:19][O:20][CH:21]4[CH2:22][CH2:23][N:24]([C:27](=[O:28])[O:29][C:30]([CH3:31])([CH3:32])[CH3:33])[CH2:25][CH2:26]4)=[O:34])[cH:15][cH:16]3)[o:10]2)[cH:35]1.[Cl:44][C:45]([O:46][CH2:47][CH3:48])=[O:49].[Cl:50][CH2:51][Cl:52].[F:37][C:38]([F:39])([F:40])[C:41]([OH:42])=[O:43]>>[C:1](#[N:2])[c:3]1[cH:4][c:5]([CH3:36])[c:6]2[c:7]([n:8][c:9](-[c:11]3[cH:12][cH:13][c:14]([NH:17][C:18]([CH2:19][O:20][CH:21]4[CH2:22][CH2:23][N:24]([C:27](=[O:28])[O:29][CH2:30][CH3:31])[CH2:25][CH2:26]4)=[O:34])[cH:15][cH:16]3)[o:10]2)[cH:35]1. Yield: 81.5%. Yields the product C(C)(C)C1=C(C=CC=C1)C1=CN(C2=CC=CC=C12)S(=O)(=O)C1=CC=CC=C1 (3-(2-isopropylphenyl)-1-(phenylsulfonyl)-1H-indole). Run at temperature 80 celsius. Reagents/catalysts: C=1C=CC(=CC1)[P](C=2C=CC=CC2)(C=3C=CC=CC3)[Pd]([P](C=4C=CC=CC4)(C=5C=CC=CC5)C=6C=CC=CC6)([P](C=7C=CC=CC7)(C=8C=CC=CC8)C=9C=CC=CC9)[P](C=1C=CC=CC1)(C=1C=CC=CC1)C=1C=CC=CC1 (tetrakis(triphenylphosphine)palladium). Reactants: BrC1=CN(C2=CC=CC=C12)S(=O)(=O)C1=CC=CC=C1 (3-Bromo-1-(phenylsulfonyl)-1H-indole), C(C)(C)C1=C(C=CC=C1)B(O)O (2-isopropylbenzene boronic acid), C([O-])([O-])=O.[Na+].[Na+] (sodium carbonate). The solvent is C1(=CC=CC=C1)C.C(C)O.O (toluene ethanol water). As a reaction SMILES: Br[C:2]1[C:10]2[C:5](=[CH:6][CH:7]=[CH:8][CH:9]=2)[N:4]([S:11]([C:14]2[CH:19]=[CH:18][CH:17]=[CH:16][CH:15]=2)(=[O:13])=[O:12])[CH:3]=1.[CH:20]([C:23]1[CH:28]=[CH:27][CH:26]=[CH:25][C:24]=1B(O)O)([CH3:22])[CH3:21].C(=O)([O-])[O-].[Na+].[Na+]>C1C=CC([P]([Pd]([P](C2C=CC=CC=2)(C2C=CC=CC=2)C2C=CC=CC=2)([P](C2C=CC=CC=2)(C2C=CC=CC=2)C2C=CC=CC=2)[P](C2C=CC=CC=2)(C2C=CC=CC=2)C2C=CC=CC=2)(C2C=CC=CC=2)C2C=CC=CC=2)=CC=1.C1(C)C=CC=CC=1.C(O)C.O>[CH:20]([C:23]1[CH:28]=[CH:27][CH:26]=[CH:25][C:24]=1[C:2]1[C:10]2[C:5](=[CH:6][CH:7]=[CH:8][CH:9]=2)[N:4]([S:11]([C:14]2[CH:19]=[CH:18][CH:17]=[CH:16][CH:15]=2)(=[O:13])=[O:12])[CH:3]=1)([CH3:22])[CH3:21] |f:2.3.4,6.7.8,^1:41,43,62,81|. Reported procedure: 3-Bromo-1-(phenylsulfonyl)-1H-indole (7.45 g, 22.2 mmol), 2-isopropylbenzene boronic acid (4.00 g, 24.4 mmol), tetrakis(triphenylphosphine)palladium (0) (769 mg, 0.67 mmol) and sodium carbonate (7.05 g, 66.5 mmol) were combined in a round bottomed flask and placed under an argon atmosphere. Degassed solvent (3:1:1 toluene/ethanol/water) (100 mL) was added and the contents were heated to 80° C. for 14 h. Upon completion of the reaction, as determined by TLC, the phases were separated, the aqueous... Reactants: CCCCCCCCCCCCCCNCCCCCCCCCCCCCC, CCCO, OO. Yields the product CCCCCCCCCCCCCCN(O)CCCCCCCCCCCCCC. RXN SMILES: [CH2:1]([CH2:2][CH2:3][CH2:4][CH2:5][CH2:6][CH2:7][CH2:8][CH2:9][CH2:10][CH2:11][CH2:12][CH2:13][CH3:14])[NH:15][CH2:16][CH2:17][CH2:18][CH2:19][CH2:20][CH2:21][CH2:22][CH2:23][CH2:24][CH2:25][CH2:26][CH2:27][CH2:28][CH3:29].[CH2:32]([OH:33])[CH2:34][CH3:35].[OH:30][OH:31]>>[CH2:1]([CH2:2][CH2:3][CH2:4][CH2:5][CH2:6][CH2:7][CH2:8][CH2:9][CH2:10][CH2:11][CH2:12][CH2:13][CH3:14])[N:15]([CH2:16][CH2:17][CH2:18][CH2:19][CH2:20][CH2:21][CH2:22][CH2:23][CH2:24][CH2:25][CH2:26][CH2:27][CH2:28][CH3:29])[OH:30]. The reactants are CCO, CC(C)O, CC(=O)Nc1cc(Cl)ccc1OCC1CO1, O=c1[nH]c2cc(F)ccc2n1C1CCNCC1. The product is CC(=O)Nc1cc(Cl)ccc1OCC(O)CN1CCC(n2c(=O)[nH]c3cc(F)ccc32)CC1. As a reaction SMILES: [CH3:38][CH2:39][OH:40].[CH:34]([OH:35])([CH3:36])[CH3:37].[Cl:18][c:19]1[cH:20][cH:21][c:22]([O:29][CH2:30][CH:31]2[O:32][CH2:33]2)[c:23]([NH:25][C:26]([CH3:27])=[O:28])[cH:24]1.[F:1][c:2]1[cH:3][c:4]2[c:5]([n:6]([CH:10]3[CH2:11][CH2:12][NH:13][CH2:14][CH2:15]3)[c:7](=[O:9])[nH:8]2)[cH:16][cH:17]1>>[F:1][c:2]1[cH:3][c:4]2[c:5]([n:6]([CH:10]3[CH2:11][CH2:12][N:13]([CH2:33][CH:31]([CH2:30][O:29][c:22]4[cH:21][cH:20][c:19]([Cl:18])[cH:24][c:23]4[NH:25][C:26]([CH3:27])=[O:28])[OH:32])[CH2:14][CH2:15]3)[c:7](=[O:9])[nH:8]2)[cH:16][cH:17]1. Reactants: [OH-].[Na+] (sodium hydroxide), FC(C(=O)NCCC=1C=CC(=C(C1)S(=O)(=O)N)OC)(F)F (5-[2-(trifluoroacetylamino)ethyl]-2-methoxybenzenesulfonamide), Cl (hydrochloric acid). The solvent is CO (methanol). The product is Cl.NCCC=1C=CC(=C(C1)S(=O)(=O)N)OC (5-(2-Aminoethyl)-2-Methoxybenzenesulfonamide hydrochloride). RXN SMILES: FC(F)(F)C([NH:5][CH2:6][CH2:7][C:8]1[CH:9]=[CH:10][C:11]([O:18][CH3:19])=[C:12]([S:14]([NH2:17])(=[O:16])=[O:15])[CH:13]=1)=O.[OH-].[Na+].[ClH:24]>CO>[ClH:24].[NH2:5][CH2:6][CH2:7][C:8]1[CH:9]=[CH:10][C:11]([O:18][CH3:19])=[C:12]([S:14]([NH2:17])(=[O:16])=[O:15])[CH:13]=1 |f:1.2,5.6|. Procedure details: To a suspension of 10.0 g of 5-[2-(trifluoroacetylamino)ethyl]-2-methoxybenzenesulfonamide in 100 ml of methanol were added 60 ml of 10% sodium hydroxide aqueous solution with stirring at room temperature and the reaction mixture was stirred for 30 minutes. The reaction mixture was acidfied with 13 ml of hydrochloric acid. The precipitate was filtered and recrystallized from water to give 4.22 g of the desired compound as colorless needles, m.p. 263°-266° C. Starting materials: FC(OC1=CC=2N(C=C1)C(=CN2)C(=O)OCC)F (ethyl 7-(difluoromethoxy)imidazo[1,2-a]pyridine-3-carboxylate), [Li+].[OH-] (LiOH), Cl (HCl). Run in C1CCOC1.CO (THF MeOH). Run at temperature 60 celsius. Yields the product O=C(CCC=1C=CC=2N(C1)C(=CN2)C(=O)O)C (6-(3-oxobutyl)imidazo[1,2-a]pyridine-3-carboxylic acid). RXN SMILES: FC(F)O[C:4]1[CH:9]=[CH:8][N:7]2[C:10]([C:13]([O:15]CC)=[O:14])=[CH:11][N:12]=[C:6]2[CH:5]=1.[Li+].[OH-:20].Cl>C1COCC1.CO>[O:20]=[C:4]([CH3:9])[CH2:5][CH2:6][C:9]1[CH:4]=[CH:5][C:6]2[N:7]([C:10]([C:13]([OH:15])=[O:14])=[CH:11][N:12]=2)[CH:8]=1 |f:1.2,4.5|. Procedure details: A stirring mixture of ethyl 7-(difluoromethoxy)imidazo[1,2-a]pyridine-3-carboxylate (79) (150 mg, 0.585 mmol) and 2N LiOH (1 mL) in THF:MeOH (4:1, 5 mL) was heated at 60° C. for 45 minutes. The reaction was cooled to room temperature and the pH was adjusted between 4-5 with 1N HCl. The solvent was partially reduced and the crude product was purified by reverse phase preparative HPLC to yield 6-(3-oxobutyl)imidazo[1,2-a]pyridine-3-carboxylic acid (80). MS m/z 229.03 (M+1)+. Starting materials: C1(CC(C(CC1)C(C)C)OC(=O)C1C(N(C(C=2N1C=CC2)=O)CC2=C(C=C(C=C2)Br)F)=O)C (2-(4-bromo-2-fluorobenzyl)-1,3-dioxo-1,2,3,4-tetrahydropyrrolo[1,2-a]pyrazine-4-carboxylic acid (-)-menthyl ester), C([O-])([O-])=O.[K+].[K+] (potassium carbonate), BrCC(=O)OC(C)(C)C (tert-butyl bromoacetate). Run in CN(C=O)C (dimethylformamide). Reaction conditions: temperature 70 celsius, time 2.5 hour. The product is C(C)(C)(C)OC(CC1(C(N(C(C=2N1C=CC2)=O)CC2=C(C=C(C=C2)Br)F)=O)C(=O)OC2CC(CCC2C(C)C)C)=O (2-(4-bromo-2-fluorobenzyl)-4-(-)-menthyloxycarbonyl-1,3-dioxo-1,2,3,4-tetrahydropyrrolo[1,2-a]pyrazine-4-acetic acid tert-butyl ester). Reaction SMILES: [CH:1]1([CH3:33])[CH2:6][CH2:5][CH:4]([CH:7]([CH3:9])[CH3:8])[CH:3]([O:10][C:11]([CH:13]2[N:18]3[CH:19]=[CH:20][CH:21]=[C:17]3[C:16](=[O:22])[N:15]([CH2:23][C:24]3[CH:29]=[CH:28][C:27]([Br:30])=[CH:26][C:25]=3[F:31])[C:14]2=[O:32])=[O:12])[CH2:2]1.C(=O)([O-])[O-].[K+].[K+].Br[CH2:41][C:42]([O:44][C:45]([CH3:48])([CH3:47])[CH3:46])=[O:43]>CN(C)C=O>[C:45]([O:44][C:42](=[O:43])[CH2:41][C:13]1([C:11]([O:10][CH:3]2[CH:4]([CH:7]([CH3:8])[CH3:9])[CH2:5][CH2:6][CH:1]([CH3:33])[CH2:2]2)=[O:12])[N:18]2[CH:19]=[CH:20][CH:21]=[C:17]2[C:16](=[O:22])[N:15]([CH2:23][C:24]2[CH:29]=[CH:28][C:27]([Br:30])=[CH:26][C:25]=2[F:31])[C:14]1=[O:32])([CH3:48])([CH3:47])[CH3:46] |f:1.2.3|. Procedure: A mixture of 2-(4-bromo-2-fluorobenzyl)-1,3-dioxo-1,2,3,4-tetrahydropyrrolo[1,2-a]pyrazine-4-carboxylic acid (-)-menthyl ester (67.0 g), anhydrous potassium carbonate (36.0 g) and tert-butyl bromoacetate (33.0 g) in anhydrous dimethylformamide (200 ml) was stirred under the stream of nitrogen at 70° C. for 2.5 hours. After removal of the insoluble materials by filtration, the filtrate was poured into water and extracted with ethyl acetate. The extracts were washed with saturated aqueous sodium c...